From a dataset of the Open Reaction Database (ORD), a public repository of structured organic reaction records. describe an organic reaction: reactants, conditions, products, and yield Starting materials: C(=O)(OC(C)(C)C)N1[C@@H](CC[C@@H]1C1=CC=CC=C1)COC1=CC=C(C(=O)OC)C=C1 (methyl 4-[N-Boc-5-(R)-phenyl-2-(S)-pyrrolidinylmethoxy]benzoate), FC(C(=O)O)(F)F (trifluoroacetic acid). Procedure: To a stirred solution of methyl 4-[N-Boc-5-(R)-phenyl-2-(S)-pyrrolidinylmethoxy]benzoate (1.28 g, 3.11 mmol) in CH2Cl2 (30 ml) was added trifluoroacetic acid (10 ml) at rt, and the resulting mixture was stirred for 45 min. The mixture was concentrated in vacuo and poured into aq.NaHCO3, then extracted with CHCl3. The organic layer was washed with water, drying over anhydrous Na2SO4, and concentrated in vacuo to give methyl 4-[5-(R)-phenyl-2-(S)-pirrolidinylmethoxy]benzate (363 mg, quant.) as yel... The solvent is C(Cl)Cl (CH2Cl2). Isolated yield 37.5%. Reaction conditions: time 45 minute. As a reaction SMILES: C([N:8]1[C@@H:12]([C:13]2[CH:18]=[CH:17][CH:16]=[CH:15][CH:14]=2)[CH2:11][CH2:10][C@H:9]1[CH2:19][O:20][C:21]1[CH:30]=[CH:29][C:24]([C:25]([O:27][CH3:28])=[O:26])=[CH:23][CH:22]=1)(OC(C)(C)C)=O.FC(F)(F)C(O)=O>C(Cl)Cl>[C:13]1([C@@H:12]2[NH:8][C@H:9]([CH2:19][O:20][C:21]3[CH:22]=[CH:23][C:24]([C:25]([O:27][CH3:28])=[O:26])=[CH:29][CH:30]=3)[CH2:10][CH2:11]2)[CH:14]=[CH:15][CH:16]=[CH:17][CH:18]=1. Product: C1(=CC=CC=C1)[C@H]1CC[C@H](N1)COC1=CC=C(C(=O)OC)C=C1 (methyl 4-[5-(R)-phenyl-2-(S)-pirrolidinylmethoxy]benzate). Procedure details: 2-(4-Cyclopentyloxybenzyl)propane-1,3-diol (92 mg, 337 μmol) was reacted with N-(4,4-diethoxybutyl)acetamide in analogy to example 3d. Yield: 81 mg (60%), M+H+: 362.27. As a reaction SMILES: [CH:1]1([O:6][C:7]2[CH:18]=[CH:17][C:10]([CH2:11][CH:12]([CH2:15][OH:16])[CH2:13][OH:14])=[CH:9][CH:8]=2)[CH2:5][CH2:4][CH2:3][CH2:2]1.C(O[CH:22](OCC)[CH2:23][CH2:24][CH2:25][NH:26][C:27](=[O:29])[CH3:28])C>>[CH:1]1([O:6][C:7]2[CH:18]=[CH:17][C:10]([CH2:11][CH:12]3[CH2:13][O:14][CH:22]([CH2:23][CH2:24][CH2:25][NH:26][C:27](=[O:29])[CH3:28])[O:16][CH2:15]3)=[CH:9][CH:8]=2)[CH2:2][CH2:3][CH2:4][CH2:5]1. Yields the product C1(CCCC1)OC1=CC=C(CC2COC(OC2)CCCNC(C)=O)C=C1 (N-{3-[5-(4-Cyclopentyloxybenzyl)-[1,3]dioxan-2-yl]propyl}acetamide). Reactants: C1(CCCC1)OC1=CC=C(CC(CO)CO)C=C1 (2-(4-Cyclopentyloxybenzyl)propane-1,3-diol), C(C)OC(CCCNC(C)=O)OCC (N-(4,4-diethoxybutyl)acetamide). The reactants are N (ammonia), COC(=O)C=1N=CN(C1)CC1=C(C=CC=C1)F (1-(o-fluorobenzyl)-imidazole-4-carboxylic acid methyl ester), N (ammonia). Run in CO (methanol). Yields the product FC1=C(CN2C=NC(=C2)C(=O)N)C=CC=C1 (1-(o-fluorobenzyl)-imidazole-4-carboxamide). As a reaction SMILES: C[O:2][C:3]([C:5]1[N:6]=[CH:7][N:8]([CH2:10][C:11]2[CH:16]=[CH:15][CH:14]=[CH:13][C:12]=2[F:17])[CH:9]=1)=O.[NH3:18]>CO>[F:17][C:12]1[CH:13]=[CH:14][CH:15]=[CH:16][C:11]=1[CH2:10][N:8]1[CH:9]=[C:5]([C:3]([NH2:18])=[O:2])[N:6]=[CH:7]1. Procedure: 4.0 g of 1-(o-fluorobenzyl)-imidazole-4-carboxylic acid methyl ester are dissolved in 80 ml of methanol and transferred to an autoclave. 20.0 g of ammonia are introduced under pressure and the whole is heated at 100° for 19 hours. When the excess ammonia has been blown off, the resulting product is filtered off and recrystallised from ethanol. 1-(o-fluorobenzyl)-imidazole-4-carboxamide having a melting point of 204°-205° is obtained. Reactants: CC(=O)OC(C)=O, COc1ccc(-c2nc3cc(F)c(F)cc3n2C(C(=O)NCc2ccccc2)C2CCCCC2)c(OC)n1, CC(=O)O, [Li+], O=N[O-], [Na+], [OH-], OO. The product is COc1ccc(-c2nc3cc(F)c(F)cc3n2C(C(=O)O)C2CCCCC2)c(OC)n1. Reaction SMILES: [C:51]([O:52][C:53](=[O:54])[CH3:55])(=[O:56])[CH3:57].[CH2:1]([NH:2][C:9]([CH:10]([n:11]1[c:12](-[c:22]2[c:23]([O:30][CH3:31])[n:24][c:25]([O:28][CH3:29])[cH:26][cH:27]2)[n:13][c:14]2[c:15]1[cH:16][c:17]([F:21])[c:18]([F:20])[cH:19]2)[CH:32]1[CH2:33][CH2:34][CH2:35][CH2:36][CH2:37]1)=[O:38])[c:3]1[cH:4][cH:5][cH:6][cH:7][cH:8]1.[CH3:47][C:48](=[O:49])[OH:50].[Li+:44].[N:39](=[O:40])[O-:41].[Na+:42].[OH-:43].[OH:45][OH:46]>>[C:9]([CH:10]([n:11]1[c:12](-[c:22]2[c:23]([O:30][CH3:31])[n:24][c:25]([O:28][CH3:29])[cH:26][cH:27]2)[n:13][c:14]2[c:15]1[cH:16][c:17]([F:21])[c:18]([F:20])[cH:19]2)[CH:32]1[CH2:33][CH2:34][CH2:35][CH2:36][CH2:37]1)(=[O:38])[OH:40]. The reactants are C(C)C(CO)CCCC (2-ethylhexanol), ClC1=CC(=NC(=N1)C1=CC=CC=C1)OCCC(C)C (6-chloro-4-(3-methylbut-1-oxy)-2-phenylpyrimidine), ClC1=NC(=NC(=C1)Cl)C1=CC=CC=C1 (4,6-dichloro-2-phenylpyrimidine), ClC1=NC(=NC(=C1)Cl)CCCCCCCCCC (4,6-dichloro-2-decylpyrimidine). Run in CC(CCO)C (3-methylbutanol). Product: ClC1=CC(=NC(=N1)CCCCCCCCCC)OCC(CCCC)CC (6-chloro-4-(2-ethylhexyloxy)-2-decylpyrimidine). Reaction SMILES: ClC1N=C(C2C=CC=CC=2)N=C(OCCC(C)C)C=1.ClC1C=C(Cl)N=C(C2C=CC=CC=2)N=1.Cl[C:35]1[CH:40]=[C:39]([Cl:41])[N:38]=[C:37]([CH2:42][CH2:43][CH2:44][CH2:45][CH2:46][CH2:47][CH2:48][CH2:49][CH2:50][CH3:51])[N:36]=1.[CH2:52]([CH:54]([CH2:57][CH2:58][CH2:59][CH3:60])[CH2:55][OH:56])[CH3:53]>CC(C)CCO>[Cl:41][C:39]1[N:38]=[C:37]([CH2:42][CH2:43][CH2:44][CH2:45][CH2:46][CH2:47][CH2:48][CH2:49][CH2:50][CH3:51])[N:36]=[C:35]([O:56][CH2:55][CH:54]([CH2:52][CH3:53])[CH2:57][CH2:58][CH2:59][CH3:60])[CH:40]=1. Procedure details: The compound of Example 25 is prepared analogously to the compound of Example 3, with 4,6-dichloro-2-phenylpyrimidine being replaced by 4,6-dichloro-2-decylpyrimidine and 3-methylbutanol by 2-ethylhexanol. Starting materials: OBO, CN(C)CCNc1nc2cc(C#N)ccc2c2sc(Br)cc12, O=C([O-])[O-], [Cs+], [Cs+], C1COCCO1, O, c1ccccc1. The product is CN(C)CCNc1nc2cc(C#N)ccc2c2sc(-c3ccccc3)cc12. RXN SMILES: [BH:23]([OH:24])[OH:25].[Br:1][c:2]1[cH:3][c:4]2[c:5]([NH:17][CH2:18][CH2:19][N:20]([CH3:21])[CH3:22])[n:6][c:7]3[cH:8][c:9]([C:15]#[N:16])[cH:10][cH:11][c:12]3[c:13]2[s:14]1.[C:32](=[O:33])([O-:34])[O-:35].[Cs+:36].[Cs+:37].[O:39]1[CH2:40][CH2:41][O:42][CH2:43][CH2:44]1.[OH2:38].[cH:26]1[cH:27][cH:28][cH:29][cH:30][cH:31]1>>[c:2]1(-[c:26]2[cH:27][cH:28][cH:29][cH:30][cH:31]2)[cH:3][c:4]2[c:5]([NH:17][CH2:18][CH2:19][N:20]([CH3:21])[CH3:22])[n:6][c:7]3[cH:8][c:9]([C:15]#[N:16])[cH:10][cH:11][c:12]3[c:13]2[s:14]1. Reactants: NC1=C(C=CC(=N1)N1CCC(CC1)O)[N+](=O)[O-] (6′-Amino-5′-nitro-3,4,5,6-tetrahydro-2H-[1,2′]bipyridinyl-4-ol). Reagents/catalysts: [Pd] (Pd/C). The solvent is CO (MeOH). Reaction conditions: time 12 hour. Product: NC=1C=CC(=NC1N)N1CCC(CC1)O (5′,6′-Diamino-3,4,5,6-tetrahydro-2H-[1,2′]bipyridinyl-4-ol). The yield is 94.5%. RXN SMILES: [NH2:1][C:2]1[N:7]=[C:6]([N:8]2[CH2:13][CH2:12][CH:11]([OH:14])[CH2:10][CH2:9]2)[CH:5]=[CH:4][C:3]=1[N+:15]([O-])=O>[Pd].CO>[NH2:15][C:3]1[CH:4]=[CH:5][C:6]([N:8]2[CH2:13][CH2:12][CH:11]([OH:14])[CH2:10][CH2:9]2)=[N:7][C:2]=1[NH2:1]. Procedure: To a parr flask was added 6′-Amino-5′-nitro-3,4,5,6-tetrahydro-2H-[1,2′]bipyridinyl-4-ol (10.0 g, 42.0 mmol) (Step 1), 10% Pd/C (2.5 g) and MeOH (100 mL). The flask was pressurized to 50 psi with H2 for 12 hr with shaking. The contents of the flask were filtered through Celite and the filtrate (dark green) was concentrated to afford 5′,6′-Diamino-3,4,5,6-tetrahydro-2H-[1,2′]bipyridinyl-4-ol as a dark purple solid (8.90 g, 39.7 mmol, 95%). MS ESI m/z 209.2 (M+H)+. Reactants: solution, [Br-].N1=C(C=CC=C1)[Zn+] (2-pyridylzinc bromide), BrC1=CC(=C(S1)C1=C(N=C2N1N=C(C=C2C(CC)CC)C)C)Cl (3-(5-bromo-3-chloro-thiophen-2-yl)-8-(1-ethyl-propyl)-2,6-dimethyl-imidazo[1,2-b]pyridazine). The reagents and catalysts are C1=CC=C(C=C1)P([C-]2C=CC=C2)C3=CC=CC=C3.C1=CC=C(C=C1)P([C-]2C=CC=C2)C3=CC=CC=C3.Cl[Pd]Cl.[Fe+2] (PdCl2(dppf)). Run in CCOC(=O)C (EtOAc). Run at temperature 65 celsius. The product is ClC1=C(SC(=C1)C1=NC=CC=C1)C1=C(N=C2N1N=C(C=C2C(CC)CC)C)C (3-(3-chloro-5-pyridin-2-yl-thiophen-2-yl)-8-(1-ethyl-propyl)-2,6-dimethyl-imidazo[1,2-b]pyridazine). Isolated yield 59.0%. As a reaction SMILES: Br[C:2]1[S:6][C:5]([C:7]2[N:11]3[N:12]=[C:13]([CH3:21])[CH:14]=[C:15]([CH:16]([CH2:19][CH3:20])[CH2:17][CH3:18])[C:10]3=[N:9][C:8]=2[CH3:22])=[C:4]([Cl:23])[CH:3]=1.[Br-].[N:25]1[CH:30]=[CH:29][CH:28]=[CH:27][C:26]=1[Zn+]>CCOC(C)=O.C1C=CC(P(C2C=CC=CC=2)[C-]2C=CC=C2)=CC=1.C1C=CC(P(C2C=CC=CC=2)[C-]2C=CC=C2)=CC=1.Cl[Pd]Cl.[Fe+2]>[Cl:23][C:4]1[CH:3]=[C:2]([C:26]2[CH:27]=[CH:28][CH:29]=[CH:30][N:25]=2)[S:6][C:5]=1[C:7]1[N:11]2[N:12]=[C:13]([CH3:21])[CH:14]=[C:15]([CH:16]([CH2:19][CH3:20])[CH2:17][CH3:18])[C:10]2=[N:9][C:8]=1[CH3:22] |f:1.2,4.5.6.7|. Reported procedure: To a flask containing 3-(5-bromo-3-chloro-thiophen-2-yl)-8-(1-ethyl-propyl)-2,6-dimethyl-imidazo[1,2-b]pyridazine (0.25 g, 0.61 mmol) and PdCl2(dppf) (0.022 g, 0.030 mmol) is added a 0.5 M solution of 2-pyridylzinc bromide (2.40 mL, 1.21 mmol) and the solution heated at 65° C. overnight, diluted with EtOAc (30 mL), washed with sat. NH4Cl (2×30 mL), dried over MgSO4, filtered and concentrated. The residue is purified by ISCO column chromatography (20%-40% EtOAc/hexane gradient) followed by recrys... Starting materials: ClCCl, C1CCNCC1, CCN=C=NCCCN(C)C, COc1c(C)c(Cc2ccc(C(=O)O)c(OCc3ccccc3)c2)c(OC)c(OC)c1OC, Cl, O. Yields the product COc1c(C)c(Cc2ccc(C(=O)N3CCCCC3)c(OCc3ccccc3)c2)c(OC)c(OC)c1OC. As a reaction SMILES: [CH2:19]([Cl:20])[Cl:21].[CH2:1]1[CH2:2][CH2:3][NH:4][CH2:5][CH2:6]1.[CH2:8]([N:9]=[C:10]=[N:11][CH2:12][CH2:13][CH2:14][N:15]([CH3:16])[CH3:17])[CH3:18].[CH3:22][O:23][c:24]1[c:25]([CH3:54])[c:26]([CH2:27][c:28]2[cH:29][c:30]([O:37][CH2:38][c:39]3[cH:40][cH:41][cH:42][cH:43][cH:44]3)[c:31]([C:32](=[O:33])[OH:34])[cH:35][cH:36]2)[c:45]([O:52][CH3:53])[c:46]([O:50][CH3:51])[c:47]1[O:48][CH3:49].[ClH:7].[OH2:55]>>[CH2:1]1[CH2:2][CH2:3][N:4]([C:32]([c:31]2[c:30]([O:37][CH2:38][c:39]3[cH:40][cH:41][cH:42][cH:43][cH:44]3)[cH:29][c:28]([CH2:27][c:26]3[c:25]([CH3:54])[c:24]([O:23][CH3:22])[c:47]([O:48][CH3:49])[c:46]([O:50][CH3:51])[c:45]3[O:52][CH3:53])[cH:36][cH:35]2)=[O:33])[CH2:5][CH2:6]1.